Dataset: the Open Reaction Database (ORD), a public repository of structured organic reaction records. Task: describe an organic reaction: reactants, conditions, products, and yield Reactants: [OH-].[NH4+] (ammonium hydroxide), C(C)(C)(C)OC([C@@H](NC(=O)OC(C)(C)C)CCCCNC=NOCC)=O (N2-(tert-butoxycarbonyl)-N6-(ethoxyiminomethyl)-L-lysine tert-butyl ester), N6-(ethoxyiminomethy)-L-lysine dihydrochloride, Cl.Cl.N=COCNCCC[C@H](N)C(=O)O (N5-(iminomethoxymethyl)-L-ornithine dihydrochloride). The solvent is CO (methanol). The product is C(C)ON=CNCCCC[C@H](N)C(=O)O (N6-(ethoxyiminomethyl)-L-lysine). As a reaction SMILES: C([O:5][C:6](=[O:26])[C@H:7]([CH2:16][CH2:17][CH2:18][CH2:19][NH:20][CH:21]=[N:22][O:23][CH2:24][CH3:25])[NH:8]C(OC(C)(C)C)=O)(C)(C)C.Cl.Cl.N=COCNCCC[C@@H](C(O)=O)N.[OH-].[NH4+]>CO>[CH2:24]([O:23][N:22]=[CH:21][NH:20][CH2:19][CH2:18][CH2:17][CH2:16][C@@H:7]([C:6]([OH:26])=[O:5])[NH2:8])[CH3:25] |f:1.2.3,4.5|. Reported procedure: From 1.3 g (3.17 mmol) N2-(tert-butoxycarbonyl)-N6-(ethoxyiminomethyl)-L-lysine tert-butyl ester hydrohloride was prepared 0.82 g (89%) N6-(ethoxyiminomethy)-L-lysine dihydrochloride by the method described above for the preparaton of N5-(iminomethoxymethyl)-L-ornithine dihydrochloride. TLC (4% ammonium hydroxide: methanol) Rf=024. Mass spectrum (CI) 218 (MH+, 92%). Starting materials: O (water), C(=O)([O-])[O-].[K+].[K+] (K2CO3), CN(C)CC1=CC2=C(CCN(CC2)C(C(F)(F)F)=O)C=C1 (1-(7-dimethylaminomethyl-1,2,4,5-tetrahydro-3-benzazepin-3-yl)-2,2,2-trifluoroethanone). The solvent is CO (MeOH). Run at time 72 hour. The product is CN(CC1=CC2=C(CCNCC2)C=C1)C (dimethyl-(2,3,4,5-tetrahydro-1H-3-benzazepin-7-ylmethyl)-amine). RXN SMILES: O.C([O-])([O-])=O.[K+].[K+].[CH3:8][N:9]([CH2:11][C:12]1[CH:28]=[CH:27][C:15]2[CH2:16][CH2:17][N:18](C(=O)C(F)(F)F)[CH2:19][CH2:20][C:14]=2[CH:13]=1)[CH3:10]>CO>[CH3:8][N:9]([CH3:10])[CH2:11][C:12]1[CH:28]=[CH:27][C:15]2[CH2:16][CH2:17][NH:18][CH2:19][CH2:20][C:14]=2[CH:13]=1 |f:1.2.3|. Reported procedure: 50 mL water and 8.5 g (61.51 mmol) K2CO3 were added to a solution of 4.5 g (14.98 mmol) 1-(7-dimethylaminomethyl-1,2,4,5-tetrahydro-3-benzazepin-3-yl)-2,2,2-trifluoroethanone in 50 mL MeOH and the reaction mixture was stirred for 72 h at RT. The reaction solution was evaporated down i.vac., the residue was combined with DCM, filtered to remove insoluble ingredients and evaporated down i.vac. The desired product was obtained in the form of a light-brown oil. Starting materials: three, NC=1C=NC=CC1 (3-amino pyridine), CCN=C=NCCCN(C)C.Cl (EDAC.HCl), C=1C=CC2=C(C1)N=NN2O (HOBT), BrC=1C=C2C(=CC(=NC2=CC1)C=1OC=CC1)C(=O)O (6-bromo-2-(furan-2-yl)quinoline-4-carboxylic acid), ethyl acetate hexanes. The reagents and catalysts are CN(C)C=1C=CN=CC1 (DMAP). The solvent is CN(C)C=O (DMF), C(C)(=O)OCC (ethyl acetate). Conditions: time 5 minute. Yields the product BrC=1C=C2C(=CC(=NC2=CC1)C=1OC=CC1)C(=O)NC=1C=NC=CC1 (6-bromo-2-(furan-2-yl)-N-(pyridin-3-yl)quinoline-4-carboxamide). The yield is 32.3%. As a reaction SMILES: [Br:1][C:2]1[CH:3]=[C:4]2[C:9](=[CH:10][CH:11]=1)[N:8]=[C:7]([C:12]1[O:13][CH:14]=[CH:15][CH:16]=1)[CH:6]=[C:5]2[C:17]([OH:19])=O.CCN=C=NCCCN(C)C.Cl.[CH:32]1[CH:33]=C[C:35]2[N:40](O)N=[N:38][C:36]=2[CH:37]=1.NC1C=NC=CC=1>CN(C=O)C.CN(C1C=CN=CC=1)C.C(OCC)(=O)C>[Br:1][C:2]1[CH:3]=[C:4]2[C:9](=[CH:10][CH:11]=1)[N:8]=[C:7]([C:12]1[O:13][CH:14]=[CH:15][CH:16]=1)[CH:6]=[C:5]2[C:17]([NH:38][C:36]1[CH:35]=[N:40][CH:33]=[CH:32][CH:37]=1)=[O:19] |f:1.2|. Procedure details: To a 250 ml three necked round bottom flask equipped with thermo pocket under argon atmosphere was added 6-bromo-2-(furan-2-yl)quinoline-4-carboxylic acid (5 g) in DMF (15 ml). The solution was stirred for 5 minutes. After 5 minutes, EDAC.HCl (N-(3-dimethylaminopropyl)-N-ethylcarbodiimide hydrochloride) (3.6 g), HOBT (2.54 g) and DMAP (3.83 g) were added at RT and the reaction mixture was stirred at room temperature for 0.5 h. 3-amino pyridine (1.6 g) was then added in one lot and the reaction w... Reactants: C(C)OC(CC(C(F)F)=O)=O (4,4-difluoro-3-oxo-butyric acid ethyl ester), S(=O)(=O)(C1=CC=C(C)C=C1)N=[N+]=[N-] (tosylazide), Intermediate 1-7. Product: [N+](=[N-])=C(C(=O)OCC)C(C(F)F)=O (Ethyl 2-diazo-4,4-difluoro-3-oxobutanoate). As a reaction SMILES: [CH2:1]([O:3][C:4](=[O:11])[CH2:5][C:6](=[O:10])[CH:7]([F:9])[F:8])[CH3:2].S([N:22]=[N+:23]=[N-])(C1C=CC(C)=CC=1)(=O)=O>>[N+:22](=[C:5]([C:6](=[O:10])[CH:7]([F:9])[F:8])[C:4]([O:3][CH2:1][CH3:2])=[O:11])=[N-:23]. Reported procedure: This compound was synthesised from 4,4-difluoro-3-oxo-butyric acid ethyl ester (CAS 352-24-9) and polymer-bound tosylazide using similar conditions as described in Intermediate 1-7. The crude was used directly in next step. Reactants: Cl.N[C@@H]1C[C@H](C1)C(=O)O (trans-3-aminocyclobutanecarboxylic acid hydrochloride), O=S(Cl)Cl (SOCl2), CCO (EtOH). Conditions: temperature 100 celsius, time 16 hour. Product: Cl.N[C@@H]1C[C@H](C1)C(=O)OCC (ethyl trans-3-aminocyclobutanecarboxylate hydrochloride). As a reaction SMILES: Cl.[NH2:2][C@H:3]1[CH2:6][C@H:5]([C:7]([OH:9])=[O:8])[CH2:4]1.O=S(Cl)[Cl:12].[CH3:14][CH2:15]O>>[ClH:12].[NH2:2][C@H:3]1[CH2:6][C@H:5]([C:7]([O:9][CH2:14][CH3:15])=[O:8])[CH2:4]1 |f:0.1,4.5|. Procedure details: To a solution of trans-3-aminocyclobutanecarboxylic acid hydrochloride (1.0 g, 6.5 mmol) in 20 mL of EtOH was added 10 mL of SOCl2 dropwise at 0° C. The resulting mixture was heated with stirring at 100° C. for 16 hours. And then, the solvent was evaporated to afford the residue which was used in the next step directly. The reactants are [H][H] (hydrogen), [N+](=O)([O-])C=1C=C(OCC2CO2)C=CC1 (1-(3-nitrophenoxy)-2,3-epoxypropane), [N+](=O)([O-])C=1C=C(OCC(CNCCOC2=CC=C(C=C2)C(N)=O)O)C=CC1 (1-(3-nitrophenoxy)-3-[2-(4-carbamoylphenoxy)ethylamino]propan-2-ol), C(N)(=O)C1=CC=C(OCCN)C=C1 (2-(4-carbamoylphenoxy)ethylamine). Reagents/catalysts: [Pt]=O (platinum oxide). Run in CO (methanol). Product: 3-nitro, NC=1C=C(OCC(CNCCOC2=CC=C(C=C2)C(N)=O)O)C=CC1 (1-(3-aminophenoxy)-3-[2-(4-carbamoylphenoxy)ethylamino]propan-2-ol). As a reaction SMILES: [N+:1]([C:4]1[CH:5]=[C:6]([CH:25]=[CH:26][CH:27]=1)[O:7][CH2:8][CH:9]([OH:24])[CH2:10][NH:11][CH2:12][CH2:13][O:14][C:15]1[CH:20]=[CH:19][C:18]([C:21](=[O:23])[NH2:22])=[CH:17][CH:16]=1)([O-])=O.[H][H].[N+](C1C=C(C=CC=1)OCC1OC1)([O-])=O.C(C1C=CC(OCCN)=CC=1)(=O)N>[Pt]=O.CO>[NH2:1][C:4]1[CH:5]=[C:6]([CH:25]=[CH:26][CH:27]=1)[O:7][CH2:8][CH:9]([OH:24])[CH2:10][NH:11][CH2:12][CH2:13][O:14][C:15]1[CH:20]=[CH:19][C:18]([C:21](=[O:23])[NH2:22])=[CH:17][CH:16]=1. Procedure: A solution consisting of 12 g. of 1-(3-nitrophenoxy)-3-[2-(4-carbamoylphenoxy)ethylamino]propan-2-ol (m.p. 127°-129°C.) dissolved in 1000 ml. of methanol was subjected to catalytic hydrogenation over 0.3 g. of platinum oxide at room temperature (~25°C.) and 50 p.s.i. pressure of hydrogen [the 3-nitro starting material was prepared according to the procedure of Example VII from 1-(3-nitrophenoxy)-2,3-epoxypropane and 2-(4-carbamoylphenoxy)ethylamine]. Upon completion of this step, the resultant m...